This data is from the Open Reaction Database (ORD), a public repository of structured organic reaction records. The task is: describe an organic reaction: reactants, conditions, products, and yield The reactants are C(=O)(O)[O-].[Na+] (NaHCO3), BrC1=CC=C(C=C1)C1=NSC2=C1C=CC(=C2)OCC(C)=O (1-[3-(4-Bromo-phenyl)-benzo[d]isothiazol-6-yloxy]-propan-2-one), CNC (dimethylamine), [BH3-]C#N.[Na+] (NaCNBH3). The reagents and catalysts are CC(C)[O-].CC(C)[O-].CC(C)[O-].CC(C)[O-].[Ti+4] (tetraisopropyl orthotitanate). Run in CCOC(=O)C (EtOAc), C1CCOC1 (THF), C(C)O (ethanol). Run at time 3.5 hour. Yields the product BrC1=CC=C(C=C1)C1=NSC2=C1C=CC(=C2)OCC(C)N(C)C ({2-[3-(4-Bromo-phenyl)-benzo[d]isothiazol-6-yloxy]-1-methyl-ethyl}-dimethyl-amine). As a reaction SMILES: [Br:1][C:2]1[CH:7]=[CH:6][C:5]([C:8]2[C:12]3[CH:13]=[CH:14][C:15]([O:17][CH2:18][C:19](=O)[CH3:20])=[CH:16][C:11]=3[S:10][N:9]=2)=[CH:4][CH:3]=1.[CH3:22][NH:23][CH3:24].[BH3-]C#N.[Na+].C([O-])(O)=O.[Na+]>C1COCC1.C(O)C.CC([O-])C.CC([O-])C.CC([O-])C.CC([O-])C.[Ti+4].CCOC(C)=O>[Br:1][C:2]1[CH:7]=[CH:6][C:5]([C:8]2[C:12]3[CH:13]=[CH:14][C:15]([O:17][CH2:18][CH:19]([N:23]([CH3:24])[CH3:22])[CH3:20])=[CH:16][C:11]=3[S:10][N:9]=2)=[CH:4][CH:3]=1 |f:2.3,4.5,8.9.10.11.12|. Reported procedure: 74 mg (0.20 mmol) 1-[3-(4-Bromo-phenyl)-benzo[d]isothiazol-6-yloxy]-propan-2-one were treated with 133 μM 2M (0.17 mmol) dimethylamine in THF and 60 μM (0.20 mmol) tetraisopropyl orthotitanate. The solution was stirred at RT for 3.5 h. The mixture was diluted with 2 ml ethanol and 15 mg (0.2 mmol) NaCNBH3 were added, and stirring was continued over night. NaHCO3 and EtOAc were added, the inorganic phase extracted with EtOAc. The organic phases were washed with water and brine, dried over Na2SO4 ... Reactants: C(C1=CC=CC=C1)(=O)CC(=O)OCC (Ethyl benzoylacetate), OS(=O)(=O)O (H2SO4), ice. Run at temperature 5 celsius, time 1.5 hour. Yields the product O=C1C2=C(SC1C(=O)OCC)C=CC=C2 (3-Oxo-2-carboethoxy-2,3-dihydrobenzo[b]thiophene). Yield: 114.3%. Reaction SMILES: [C:1]([CH2:9][C:10]([O:12][CH2:13][CH3:14])=[O:11])(=[O:8])[C:2]1[CH:7]=[CH:6][CH:5]=[CH:4][CH:3]=1.O[S:16](O)(=O)=O>>[O:8]=[C:1]1[CH:9]([C:10]([O:12][CH2:13][CH3:14])=[O:11])[S:16][C:3]2[CH:4]=[CH:5][CH:6]=[CH:7][C:2]1=2. Reported procedure: Ethyl benzoylacetate (100.0 g, 0.52 mol) was added dropwise over a period of 1.5 h under vigorous mechanical stirring to fuming H2SO4 37% (500.0 g) cooled at 5° C. in an ice bath. After the addition was complete the reaction mixture was stirred for 1.5 h and then added to 1000 g of ice. The solid product was collected by filtration and washed with cold water (30 ml) to give 132.1 g (85%) of Compound X as a pale yellow solid:melting point 138°-140° C. The reactants are O (water), C(=O)C1=CC=C(C=C1)B(O)O ((4-formylphenyl)boronic acid), BrC1=CC=C(C=C1)C1=CC=C(C=C1)OCCCCC (4-Bromo-4′-pentyloxy-biphenyl), BrC1=CC=C(C=C1)C1=CC=C(C=C1)OCCCCC (4-Bromo-4′-pentyloxybiphenyl), C(O)([O-])=O.[Na+] (sodium hydrogen carbonate). Reagents/catalysts: C=1C=CC(=CC1)[P](C=2C=CC=CC2)(C=3C=CC=CC3)[Pd]([P](C=4C=CC=CC4)(C=5C=CC=CC5)C=6C=CC=CC6)([P](C=7C=CC=CC7)(C=8C=CC=CC8)C=9C=CC=CC9)[P](C=1C=CC=CC1)(C=1C=CC=CC1)C=1C=CC=CC1 (tetrakis(triphenylphosphine)palladium). The solvent is C1CCOC1 (THF). The product is C(CCCC)OC1=CC=C(C=C1)C1=CC=C(C=C1)C1=CC=C(C=C1)C=O (4″-(pentyloxy)-[1,1′:4′,1″-terphenyl]-4-carbaldehyde). The yield is 58.0%. Reaction SMILES: [CH:1]([C:3]1[CH:8]=[CH:7][C:6](B(O)O)=[CH:5][CH:4]=1)=[O:2].Br[C:13]1[CH:18]=[CH:17][C:16]([C:19]2[CH:24]=[CH:23][C:22]([O:25][CH2:26][CH2:27][CH2:28][CH2:29][CH3:30])=[CH:21][CH:20]=2)=[CH:15][CH:14]=1.C(=O)([O-])O.[Na+].O>C1COCC1.C1C=CC([P]([Pd]([P](C2C=CC=CC=2)(C2C=CC=CC=2)C2C=CC=CC=2)([P](C2C=CC=CC=2)(C2C=CC=CC=2)C2C=CC=CC=2)[P](C2C=CC=CC=2)(C2C=CC=CC=2)C2C=CC=CC=2)(C2C=CC=CC=2)C2C=CC=CC=2)=CC=1>[CH2:26]([O:25][C:22]1[CH:21]=[CH:20][C:19]([C:16]2[CH:17]=[CH:18][C:13]([C:6]3[CH:7]=[CH:8][C:3]([CH:1]=[O:2])=[CH:4][CH:5]=3)=[CH:14][CH:15]=2)=[CH:24][CH:23]=1)[CH2:27][CH2:28][CH2:29][CH3:30] |f:2.3,^1:45,47,66,85|. Reported procedure: Under an argon atmosphere, (4-formylphenyl)boronic acid (0.54 g, 3.6 mmol), 4-Bromo-4′-pentyloxy-biphenyl (0.958 g, 3 mmol) 1) (A1), sodium hydrogen carbonate (0.76 g, 9 mmol), and tetrakis(triphenylphosphine)palladium (Pd(PPh3)4) (0.057 g, 0.030 mmol) were dissolved in THF (15 mL) and water (15 mL) and stirred under a reflux condition. After they reacted with each other, liquid separation and extraction were performed with water and chloroform. After an organic layer was dried with anhydrous so... The product is OCC=1N=CC2=CC=CC(=C2C1)N=C1SC[C@H]2N1CC=1C=CC=CC1C2 ((S)-3-[(3-hydroxymethylisoquinol-5-yl)-imino]-1,5,10,10a-tetrahydrothiazolo[3,4-b]isoquinoline). Starting materials: [Cl-].[Li+] (Lithium chloride), [BH4-].[Na+] (sodium borohydride), COCCOCCOC (diglyme), COC(=O)C=1N=CC2=CC=CC(=C2C1)N=C1SC[C@H]2N1CC=1C=CC=CC1C2 ((S)-3-[(3-methoxycarbonylisoquinol-5-yl)imino]-1,5,10,10a-tetrahydrothiazolo[3,4-b]-isoquinoline). The yield is 45.9%. Conditions: temperature 0 celsius, time 30 minute. Solvent: O (Water). Procedure: Lithium chloride (1.01 g), sodium borohydride (0.91 g) and diglyme (diethylene glycol dimethyl ether) (100 cc) are mixed at 0° C. The mixture is stirred for 30 minutes at 0° C. and (S)-3-[(3-methoxycarbonylisoquinol-5-yl)imino]-1,5,10,10a-tetrahydrothiazolo[3,4-b]-isoquinoline (4.7 g) is added. Stirring is continued for 1 hour at 0° C. and then for 2 hours at 20° C. Water (1 liter) is added and the mixture is extracted with methylene chloride (3×150 cc). The organic extracts are combined, washed... Reaction SMILES: [Cl-].[Li+].[BH4-].[Na+].COCCOCCOC.C[O:15][C:16]([C:18]1[N:19]=[CH:20][C:21]2[C:26]([CH:27]=1)=[C:25]([N:28]=[C:29]1[N:33]3[CH2:34][C:35]4[CH:36]=[CH:37][CH:38]=[CH:39][C:40]=4[CH2:41][C@H:32]3[CH2:31][S:30]1)[CH:24]=[CH:23][CH:22]=2)=O>O>[OH:15][CH2:16][C:18]1[N:19]=[CH:20][C:21]2[C:26]([CH:27]=1)=[C:25]([N:28]=[C:29]1[N:33]3[CH2:34][C:35]4[CH:36]=[CH:37][CH:38]=[CH:39][C:40]=4[CH2:41][C@H:32]3[CH2:31][S:30]1)[CH:24]=[CH:23][CH:22]=2 |f:0.1,2.3|. Procedure details: The title compound was prepared from the compound of step 5 (187 mg, 424 μmol) and 5-fluoro-2-methylphenol analogously as described in example 1, step 6. Yield: 173 mg. The reactants are C(C)(C)(C)OC(=O)N1CCN(CC1)C(=O)C1=C(N(C2=C1C=NC=C2)C2=CC=CC=C2)Cl (4-(2-Chloro-1-phenyl-1H-pyrrolo[3,2-c]pyridine-3-carbonyl)-piperazine-1-carboxylic acid tert-butyl ester), FC=1C=CC(=C(C1)O)C (5-fluoro-2-methylphenol). Product: C(C)(C)(C)OC(=O)N1CCN(CC1)C(=O)C1=C(N(C2=C1C=NC=C2)C2=CC=CC=C2)OC2=C(C=CC(=C2)F)C (4-[2-(5-Fluoro-2-methyl-phenoxy)-1-phenyl-1H-pyrrolo[3,2-c]pyridine-3-carbonyl]-piperazine-1-carboxylic acid tert-butyl ester). RXN SMILES: [C:1]([O:5][C:6]([N:8]1[CH2:13][CH2:12][N:11]([C:14]([C:16]2[C:20]3[CH:21]=[N:22][CH:23]=[CH:24][C:19]=3[N:18]([C:25]3[CH:30]=[CH:29][CH:28]=[CH:27][CH:26]=3)[C:17]=2Cl)=[O:15])[CH2:10][CH2:9]1)=[O:7])([CH3:4])([CH3:3])[CH3:2].[F:32][C:33]1[CH:34]=[CH:35][C:36]([CH3:40])=[C:37]([OH:39])[CH:38]=1>>[C:1]([O:5][C:6]([N:8]1[CH2:13][CH2:12][N:11]([C:14]([C:16]2[C:20]3[CH:21]=[N:22][CH:23]=[CH:24][C:19]=3[N:18]([C:25]3[CH:30]=[CH:29][CH:28]=[CH:27][CH:26]=3)[C:17]=2[O:39][C:37]2[CH:38]=[C:33]([F:32])[CH:34]=[CH:35][C:36]=2[CH3:40])=[O:15])[CH2:10][CH2:9]1)=[O:7])([CH3:4])([CH3:3])[CH3:2]. Reactants: COC(=O)C(=O)c1ccc(OCCCc2ccccc2)cc1, CCCCCC, CO, [Na+], [OH-], c1ccccc1. The product is O=C(O)C(=O)c1ccc(OCCCc2ccccc2)cc1. Reaction SMILES: [CH3:1][O:2][C:3]([C:4]([c:5]1[cH:6][cH:7][c:8]([O:11][CH2:12][CH2:13][CH2:14][c:15]2[cH:16][cH:17][cH:18][cH:19][cH:20]2)[cH:9][cH:10]1)=[O:21])=[O:22].[CH3:23][CH2:24][CH2:25][CH2:26][CH2:27][CH3:28].[CH3:35][OH:36].[Na+:38].[OH-:37].[cH:29]1[cH:30][cH:31][cH:32][cH:33][cH:34]1>>[O:2]=[C:3]([C:4]([c:5]1[cH:6][cH:7][c:8]([O:11][CH2:12][CH2:13][CH2:14][c:15]2[cH:16][cH:17][cH:18][cH:19][cH:20]2)[cH:9][cH:10]1)=[O:21])[OH:22].